From a dataset of the Open Reaction Database (ORD), a public repository of structured organic reaction records. describe an organic reaction: reactants, conditions, products, and yield The reactants are Cl, [Mg+2], NO, O=S(=O)([O-])[O-], O, O=Cc1ccc(O)c(I)c1, Cc1ccc(S(=O)(=O)O)cc1, Cc1ccccc1C. Yields the product N#Cc1ccc(O)c(I)c1. RXN SMILES: [ClH:11].[Mg+2:14].[NH2:12][OH:13].[O-:15][S:16](=[O:17])(=[O:18])[O-:19].[OH2:20].[OH:1][c:2]1[c:3]([I:10])[cH:4][c:5]([CH:6]=[O:7])[cH:8][cH:9]1.[c:21]1([CH3:22])[cH:23][cH:24][c:25]([S:26]([OH:27])(=[O:28])=[O:29])[cH:30][cH:31]1.[c:32]1([CH3:33])[c:34]([CH3:35])[cH:36][cH:37][cH:38][cH:39]1>>[OH:1][c:2]1[c:3]([I:10])[cH:4][c:5]([C:6]#[N:12])[cH:8][cH:9]1. The reactants are NC1=C(C(=O)OC)C=CC(=C1Cl)Cl (methyl 2-amino-3,4-dichlorobenzoate), CS(=O)(=O)Cl (methanesulphonyl chloride), CS(=O)(=O)Cl (methanesulphonyl chloride). Solvent: O (water). Run at temperature 100 celsius, time 4 hour. Yields the product ClC=1C(=C(C(=O)OC)C=CC1Cl)NS(=O)(=O)C (methyl 3,4-dichloro-2-(methylsulphonylamino)benzoate). The yield is 47.0%. Reaction SMILES: [NH2:1][C:2]1[C:11]([Cl:12])=[C:10]([Cl:13])[CH:9]=[CH:8][C:3]=1[C:4]([O:6][CH3:7])=[O:5].[CH3:14][S:15](Cl)(=[O:17])=[O:16]>O>[Cl:12][C:11]1[C:2]([NH:1][S:15]([CH3:14])(=[O:17])=[O:16])=[C:3]([CH:8]=[CH:9][C:10]=1[Cl:13])[C:4]([O:6][CH3:7])=[O:5]. Procedure: A mixture of methyl 2-amino-3,4-dichlorobenzoate (2.2 g) and methanesulphonyl chloride (2.86 g) was stirred at 100° C. for 4 hours. A further quantity of methanesulphonyl chloride (2.86 g) was added and the mixture was stirred at 100° C. overnight. The mixture was poured into water then extracted with ethyl acetate. The combined organic extracts were washed with water, dried (magnesium sulphate) and evaporated to yield a brown oil which was crystallised from cyclohexane/ethyl acetate to yield me... Reactants: COC(CBr)OC, CCCC[N+](CCCC)(CCCC)CCCC, N#Cc1cc(F)ccc1Oc1ccc2[nH]ncc2c1, [H-], [I-], [Na+], CN(C)C=O, O. Yields the product COC(Cn1ncc2cc(Oc3ccc(F)cc3C#N)ccc21)OC. Reaction SMILES: [Br:20][CH2:21][CH:22]([O:23][CH3:24])[O:25][CH3:26].[CH2:35]([N+:36]([CH2:37][CH2:38][CH2:39][CH3:40])([CH2:41][CH2:42][CH2:43][CH3:44])[CH2:45][CH2:46][CH2:47][CH3:48])[CH2:49][CH2:50][CH3:51].[F:1][c:2]1[cH:3][cH:4][c:5]([O:10][c:11]2[cH:12][c:13]3[cH:14][n:15][nH:16][c:17]3[cH:18][cH:19]2)[c:6]([C:7]#[N:8])[cH:9]1.[H-:28].[I-:34].[Na+:27].[O:29]=[CH:30][N:31]([CH3:32])[CH3:33].[OH2:52]>>[F:1][c:2]1[cH:3][cH:4][c:5]([O:10][c:11]2[cH:12][c:13]3[cH:14][n:15][n:16]([CH2:21][CH:22]([O:23][CH3:24])[O:25][CH3:26])[c:17]3[cH:18][cH:19]2)[c:6]([C:7]#[N:8])[cH:9]1. The reactants are CC(C)(C)ON=O, CN(C)C=O, Nc1nc2cc3c(cc2[n+]([O-])n1)CCC3. Yields the product [O-][n+]1ncnc2cc3c(cc21)CCC3. As a reaction SMILES: [N:1]([O:2][C:3]([CH3:4])([CH3:5])[CH3:6])=[O:7].[O:23]=[CH:24][N:25]([CH3:26])[CH3:27].[n+:8]1([O-:22])[n:9][c:10]([NH2:21])[n:11][c:12]2[c:13]1[cH:14][c:15]1[c:19]([cH:20]2)[CH2:18][CH2:17][CH2:16]1>>[n+:8]1([O-:22])[n:9][cH:10][n:11][c:12]2[c:13]1[cH:14][c:15]1[c:19]([cH:20]2)[CH2:18][CH2:17][CH2:16]1. Starting materials: O=O (oxygen), C(C)(=O)OC(=CCC)OC(C)=O (Diacetoxybutene), C=CC=C (butadiene), C(C)(=O)O (acetic acid). Reagents/catalysts: [Pd] (palladium), [Pd] (palladium). The product is C(C)(=O)OC(C)C(C)OC(C)=O (diacetoxybutane). As a reaction SMILES: C(O[C:5]([O:9][C:10](=[O:12])[CH3:11])=[CH:6][CH2:7]C)(=O)C.[CH2:13]=CC=C.O=O.[C:19]([OH:22])(=[O:21])[CH3:20]>[Pd]>[C:10]([O:9][CH:5]([CH:6]([O:21][C:19](=[O:22])[CH3:20])[CH3:7])[CH3:13])(=[O:12])[CH3:11]. Reported procedure: Diacetoxybutene which had been prepared by catalytically reacting butadiene, acetic acid and an oxygen-containing gas with a palladium-based catalyst at 80° to 100° C, was hydrogenated in the presence of a palladium catalyst carried on activated carbon to produce diacetoxybutane having the composition set forth below. The resulting diacetoxybutane was then hydrolyzed in the presence of a cation exchange resin, DIAION SK1B, (trade mark, manufactured by Mitsubishi Chemical Industries Ltd.) at abou... The reactants are CN(C)C=O, O=C(NC1CC1)Oc1ccccc1, [H-], Nc1cc(Oc2ccc3[nH]ccc3c2)ccn1, [Na+], O. The product is Nc1cc(Oc2ccc3c(ccn3C(=O)NC3CC3)c2)ccn1. As a reaction SMILES: [CH3:34][N:35]([CH3:36])[CH:37]=[O:38].[CH:20]1([NH:23][C:24]([O:25][c:27]2[cH:28][cH:29][cH:30][cH:31][cH:32]2)=[O:26])[CH2:21][CH2:22]1.[H-:1].[NH2:3][c:4]1[n:5][cH:6][cH:7][c:8]([O:10][c:11]2[cH:12][c:13]3[cH:14][cH:15][nH:16][c:17]3[cH:18][cH:19]2)[cH:9]1.[Na+:2].[OH2:33]>>[NH2:3][c:4]1[n:5][cH:6][cH:7][c:8]([O:10][c:11]2[cH:12][c:13]3[cH:14][cH:15][n:16]([C:24]([NH:23][CH:20]4[CH2:21][CH2:22]4)=[O:25])[c:17]3[cH:18][cH:19]2)[cH:9]1. Reactants: CC(C)(C)N, CO, O=C1CCC(c2ccc(OCC3CO3)c([N+](=O)[O-])c2)=NN1. Product: CC(C)(C)NCC(O)COc1ccc(C2=NNC(=O)CC2)cc1[N+](=O)[O-]. RXN SMILES: [C:22]([CH3:23])([CH3:24])([CH3:25])[NH2:26].[CH3:27][OH:28].[O:1]1[CH:2]([CH2:3][O:4][c:5]2[c:6]([N+:18](=[O:19])[O-:20])[cH:7][c:8]([C:11]3=[N:16][NH:15][C:14](=[O:17])[CH2:13][CH2:12]3)[cH:9][cH:10]2)[CH2:21]1>>[OH:1][CH:2]([CH2:3][O:4][c:5]1[c:6]([N+:18](=[O:19])[O-:20])[cH:7][c:8]([C:11]2=[N:16][NH:15][C:14](=[O:17])[CH2:13][CH2:12]2)[cH:9][cH:10]1)[CH2:21][NH:26][C:22]([CH3:23])([CH3:24])[CH3:25].